This data is from the Open Reaction Database (ORD), a public repository of structured organic reaction records. The task is: describe an organic reaction: reactants, conditions, products, and yield The product is COC1=NC=C(C=C1OC)SCC1=C(C=CC=C1)C (2,3-Dimethoxy-5-[(2-methylbenzyl)sulfanyl]pyridine). RXN SMILES: Cl[C:2]1[CH:3]=[C:4]([CH:17]=[CH:18][CH:19]=1)[CH2:5][S:6][C:7]1[CH:8]=[C:9]([O:15][CH3:16])[C:10]([O:13][CH3:14])=[N:11][CH:12]=1.Br[CH2:21]C1C=CC=CC=1C>>[CH3:14][O:13][C:10]1[C:9]([O:15][CH3:16])=[CH:8][C:7]([S:6][CH2:5][C:4]2[CH:17]=[CH:18][CH:19]=[CH:2][C:3]=2[CH3:21])=[CH:12][N:11]=1. Procedure: Prepared as described for 5-(3-chlorobenzylthio)-2,3-dimethoxypyridine (Intermediate 8) but using 1-(bromomethyl)-2-methylbenzene instead of 1-(bromomethyl)-3-chlorobenzene. The reactants are ClC=1C=C(CSC=2C=C(C(=NC2)OC)OC)C=CC1 (5-(3-chlorobenzylthio)-2,3-dimethoxypyridine), ClC=1C=C(CSC=2C=C(C(=NC2)OC)OC)C=CC1 (5-(3-chlorobenzylthio)-2,3-dimethoxypyridine), BrCC1=C(C=CC=C1)C (1-(bromomethyl)-2-methylbenzene). Product: Cl.CN(C(CC)C1=C2C(=NNC2=CC=C1)C1=CC=CC=C1)C (1-dimethylaminopropyl-3-phenylindazole hydrochloride). Yield: 55.5%. Procedure details: By the procedure similar to that described in Example 1, 3-phenylindazole (3.88 g) and dimethylaminopropyl chloride hydrochloride (4.74 g) to obtain 3.5 g of 1-dimethylaminopropyl-3-phenylindazole hydrochloride (m.p. 140°-143° C). The reactants are C1(=CC=CC=C1)C1=NNC2=CC=CC=C12 (3-phenylindazole), Cl.CN(C)CCCCl (dimethylaminopropyl chloride hydrochloride). As a reaction SMILES: [C:1]1([C:7]2[C:15]3[C:10](=[CH:11][CH:12]=[CH:13][CH:14]=3)[NH:9][N:8]=2)[CH:6]=[CH:5][CH:4]=[CH:3][CH:2]=1.Cl.[CH3:17][N:18]([CH2:20][CH2:21][CH2:22][Cl:23])[CH3:19]>>[ClH:23].[CH3:17][N:18]([CH3:19])[CH:20]([C:14]1[CH:13]=[CH:12][CH:11]=[C:10]2[C:15]=1[C:7]([C:1]1[CH:2]=[CH:3][CH:4]=[CH:5][CH:6]=1)=[N:8][NH:9]2)[CH2:21][CH3:22] |f:1.2,3.4|. The reactants are C(C=C)ON(S(=O)(=O)C1=C(C=CC=C1)[N+](=O)[O-])[C@@H]1C(=C[C@H](NC1)C(=O)N)C ((2S,5R)-5-(N-(allyloxy)-2-nitrophenylsulfonamido)-4-methyl-1,2,5,6-tetrahydropyridine-2-carboxamide), C(C=C)ON(S(=O)(=O)C1=C(C=CC=C1)[N+](=O)[O-])[C@@H]1C(=C[C@H](N(C1)C(=O)OC(C)(C)C)CO[Si](C)(C)C(C)(C)C)C(=C)C ((2S,5R)-tert-butyl 5-(N-(allyloxy)-2-nitrophenylsulfonamido)-2-((tert-butyldimethylsilyloxy)methyl)-4-(prop-1-en-2-yl)-5,6-dihydropyridine-1(2H)-carboxylate), C(C=C)ON(S(=O)(=O)C1=C(C=CC=C1)[N+](=O)[O-])[C@@H]1C(=C[C@H](N(C1)C(=O)OC(C)(C)C)CO[Si](C)(C)C(C)(C)C)C(=C)C ((2S,5R)-tert-butyl 5-(N-(allyloxy)-2-nitrophenylsulfonamido)-2-((tert-butyldimethylsilyloxy)methyl)-4-(prop-1-en-2-yl)-5,6-dihydropyridine-1(2H)-carboxylate). The product is C(C=C)ON(S(=O)(=O)C1=C(C=CC=C1)[N+](=O)[O-])[C@H]1CN[C@@H](C=C1C(=C)C)CO[Si](C)(C)C(C)(C)C (N-(allyloxy)-N-((3R,6S)-6-((tert-butyldimethylsilyloxy)methyl)-4-(prop-1-en-2-yl)-1,2,3,6-tetrahydropyridin-3-yl)-2-nitrobenzenesulfonamide), oil. The yield is 99.0%. RXN SMILES: [CH2:1]([O:4][N:5]([C@H:18]1[CH2:23][N:22](C(OC(C)(C)C)=O)[C@H:21]([CH2:31][O:32][Si:33]([C:36]([CH3:39])([CH3:38])[CH3:37])([CH3:35])[CH3:34])[CH:20]=[C:19]1[C:40]([CH3:42])=[CH2:41])[S:6]([C:9]1[CH:14]=[CH:13][CH:12]=[CH:11][C:10]=1[N+:15]([O-:17])=[O:16])(=[O:8])=[O:7])[CH:2]=[CH2:3].C(ON([C@H]1CN[C@H](C(N)=O)C=C1C)S(C1C=CC=CC=1[N+]([O-])=O)(=O)=O)C=C>>[CH2:1]([O:4][N:5]([C@@H:18]1[C:19]([C:40]([CH3:42])=[CH2:41])=[CH:20][C@@H:21]([CH2:31][O:32][Si:33]([C:36]([CH3:39])([CH3:38])[CH3:37])([CH3:35])[CH3:34])[NH:22][CH2:23]1)[S:6]([C:9]1[CH:14]=[CH:13][CH:12]=[CH:11][C:10]=1[N+:15]([O-:17])=[O:16])(=[O:8])=[O:7])[CH:2]=[CH2:3]. Procedure details: The title compound was prepared from (2S,5R)-tert-butyl 5-(N-(allyloxy)-2-nitrophenylsulfonamido)-2-((tert-butyldimethylsilyloxy)methyl)-4-(prop-1-en-2-yl)-5,6-dihydropyridine-1(2H)-carboxylate (Intermediate 54, 3.04 g, 4.87 mmol) following the procedure described for Intermediate 21. The desired product was obtained as an orange oil (2.53 g, 99%). Yields the product COc1cccc2c1ccc1nc3ccc(O)c(C(=O)NCCN(C)C)c3nc12. The reactants are BrB(Br)Br, COc1ccc2nc3ccc4c(OC)cccc4c3nc2c1C(=O)NCCN(C)C, [Cl-], ClCCl, [Na+], [Na+], [Na+], O=C([O-])[O-]. As a reaction SMILES: [B:31]([Br:32])([Br:33])[Br:34].[CH3:1][N:2]([CH2:3][CH2:4][NH:5][C:6](=[O:7])[c:8]1[c:9]([O:28][CH3:29])[cH:10][cH:11][c:12]2[n:13][c:14]3[cH:15][cH:16][c:17]4[c:18]([c:19]3[n:20][c:21]12)[cH:22][cH:23][cH:24][c:25]4[O:26][CH3:27])[CH3:30].[Cl-:42].[Cl:43][CH2:44][Cl:45].[Na+:35].[Na+:36].[Na+:41].[O-:37][C:38](=[O:39])[O-:40]>>[CH3:1][N:2]([CH2:3][CH2:4][NH:5][C:6](=[O:7])[c:8]1[c:9]([OH:28])[cH:10][cH:11][c:12]2[n:13][c:14]3[cH:15][cH:16][c:17]4[c:18]([c:19]3[n:20][c:21]12)[cH:22][cH:23][cH:24][c:25]4[O:26][CH3:27])[CH3:30].